This data is from the Open Reaction Database (ORD), a public repository of structured organic reaction records. The task is: describe an organic reaction: reactants, conditions, products, and yield Reactants: FC(C=1C=C(C=C(C1)C(F)(F)F)[C@@H](C)N(C(=O)N1[C@H](C[C@@]2(CCC(N2)C(=O)OC)CC1)C1=C(C=C(C=C1)F)C)C)(F)F (Methyl (5R,7R)-8-{[{(1R)-1-[3,5-bis(trifluoromethyl)phenyl]ethyl}(methyl)amino]carbonyl}-7-(4-fluoro-2-methylphenyl)-1,8-diazaspiro[4.5]decane-2-carboxylate), FC(C=1C=C(C=C(C1)C(F)(F)F)[C@@H](C)N(C(=O)N1[C@H](C[C@@]2(CCC(N2)C(=O)OC)CC1)C1=C(C=C(C=C1)F)C)C)(F)F (Methyl (5R,7R)-8-{[{(1R)-1-[3,5-bis(trifluoromethyl)phenyl]ethyl}(methyl)amino]carbonyl}-7-(4-fluoro-2-methylphenyl)-1,8-diazaspiro[4.5]decane-2-carboxylate), N (Ammonia), CCOC(=O)C (EtOAc), C(Cl)Cl (DCM). Run in CO (MeOH), CO (MeOH). Reaction conditions: time 2 day. Product: FC(C=1C=C(C=C(C1)C(F)(F)F)[C@@H](C)N(C(=O)N1[C@H](C[C@@]2(CCC(N2)C(=O)N)CC1)C1=C(C=C(C=C1)F)C)C)(F)F ((5R,7R)—N8-{(1R)-1-[3,5-bis(trifluoromethyl)phenyl]ethyl}-7-(4-fluoro-2-methylphenyl)-N8-methyl-1,8-diazaspiro[4.5]decane-2,8-dicarboxamide). The yield is 80.0%. As a reaction SMILES: [F:1][C:2]([F:42])([F:41])[C:3]1[CH:4]=[C:5]([C@H:13]([N:15]([CH3:40])[C:16]([N:18]2[CH2:31][CH2:30][C@@:21]3([NH:25][CH:24]([C:26]([O:28]C)=O)[CH2:23][CH2:22]3)[CH2:20][C@@H:19]2[C:32]2[CH:37]=[CH:36][C:35]([F:38])=[CH:34][C:33]=2[CH3:39])=[O:17])[CH3:14])[CH:6]=[C:7]([C:9]([F:12])([F:11])[F:10])[CH:8]=1.CCOC(C)=O.C(Cl)Cl.[NH3:52]>CO>[F:10][C:9]([F:12])([F:11])[C:7]1[CH:6]=[C:5]([C@H:13]([N:15]([CH3:40])[C:16]([N:18]2[CH2:31][CH2:30][C@@:21]3([NH:25][CH:24]([C:26]([NH2:52])=[O:28])[CH2:23][CH2:22]3)[CH2:20][C@@H:19]2[C:32]2[CH:37]=[CH:36][C:35]([F:38])=[CH:34][C:33]=2[CH3:39])=[O:17])[CH3:14])[CH:4]=[C:3]([C:2]([F:1])([F:41])[F:42])[CH:8]=1. Reported procedure: In a sealed tube a solution of Methyl (5R,7R)-8-{[{(1R)-1-[3,5-bis(trifluoromethyl)phenyl]ethyl}(methyl)amino]carbonyl}-7-(4-fluoro-2-methylphenyl)-1,8-diazaspiro[4.5]decane-2-carboxylate (diastereoisomer 1) (Intermediate 7, 6 mg, 9.94 μmol) in 7N Ammonia in MeOH (5 mL, 35.0 mmol) was stirred at 25° C. for 1 day and then it was left still for 2 days. The solvent was evaporated to dryness and the crude was purified by silica cartridges twice (1st time: from 1:0 to 95:5 DCM/MeOH; 2nd time: EtOAc a... The reactants are II (iodine), [Si](C)(C)(C(C)(C)C)OCC=1N=CSC1 (4-({[tert-butyl(dimethyl)silyl]oxy}methyl)-1,3-thiazole), [Li]CCCC (n-BuLi), solution. Run in C1CCOC1 (THF), C1CCOC1 (THF), hexanes. Run at temperature -78 celsius, time 30 minute. Yields the product [Si](C)(C)(C(C)(C)C)OCC=1N=C(SC1)I (4-({[tert-butyl(dimethyl)silyl]oxy}methyl)-2-iodo-1,3-thiazole). Reaction SMILES: [Si:1]([O:8][CH2:9][C:10]1[N:11]=[CH:12][S:13][CH:14]=1)([C:4]([CH3:7])([CH3:6])[CH3:5])([CH3:3])[CH3:2].[Li]CCCC.[I:20]I>C1COCC1>[Si:1]([O:8][CH2:9][C:10]1[N:11]=[C:12]([I:20])[S:13][CH:14]=1)([C:4]([CH3:7])([CH3:5])[CH3:6])([CH3:2])[CH3:3]. Reported procedure: To a −78° C. solution of 4-({[tert-butyl(dimethyl)silyl]oxy}methyl)-1,3-thiazole (106.4 mg, 0.465 mmol) in THF (5 mL) was added dropwise a solution of n-BuLi (465 μL of a 1.6M solution in hexanes, 0.744 mmol). The reaction was stirred at −78° C. for 30 minutes, and then a solution of iodine (295 mg, 1.16 mmol) in THF (5 mL) was added by cannula. The reaction was warmed to room temperature for 15 minutes and then quenched by pouring into aq. NaHSO3 (20 mL). The mixture was extracted with EtOAc (6... Procedure: In a phosphate buffer solution of pH 6.4(3 ml) are dissolved 5-mercapto-2-methyl-1,3,4-thiadiazole (79 mg), sodium hydrogen carbonate (92 mg) and 7β-(1H-tetrazol-1-yl)acetamido-3-[2-(N-carboethoxysulfamoyl)benzoyloxy]methyl-3-cephem-4-carboxylic acid (298 mg) and the resultant solution is heated at 60° C. for one hour. Then, the mixture is concentrated and the residue is subjected to column chromatography on Sephadex LH-20, elution being carried out with water. The fractions containing the desir... Yields the product N1(N=NN=C1)CC(=O)N[C@H]1[C@@H]2N(C(=C(CS2)CSC2=NN=C(S2)C)C(=O)[O-])C1=O.[Na+] (sodium 7β-(1H-tetrazol-1-yl)acetamido-3-(2-methyl-1,3,4-thiadiazol-5-yl)thiomethyl-3-cephem-4-carboxylate). Reactants: SC1=NN=C(S1)C (5-mercapto-2-methyl-1,3,4-thiadiazole), C(O)([O-])=O.[Na+] (sodium hydrogen carbonate), N1(N=NN=C1)CC(=O)N[C@H]1[C@@H]2N(C(=C(CS2)COC(C2=C(C=CC=C2)S(NC(=O)OCC)(=O)=O)=O)C(=O)O)C1=O (7β-(1H-tetrazol-1-yl)acetamido-3-[2-(N-carboethoxysulfamoyl)benzoyloxy]methyl-3-cephem-4-carboxylic acid), resultant solution. Solvent: P(=O)([O-])([O-])[O-] (phosphate). Reaction SMILES: [SH:1][C:2]1[S:6][C:5]([CH3:7])=[N:4][N:3]=1.C(=O)([O-])O.[Na+:12].[N:13]1([CH2:18][C:19]([NH:21][C@@H:22]2[C:51](=[O:52])[N:24]3[C:25]([C:48]([OH:50])=[O:49])=[C:26]([CH2:29]OC(=O)C4C=CC=CC=4S(=O)(=O)NC(OCC)=O)[CH2:27][S:28][C@H:23]23)=[O:20])[CH:17]=[N:16][N:15]=[N:14]1>P([O-])([O-])([O-])=O>[N:13]1([CH2:18][C:19]([NH:21][C@@H:22]2[C:51](=[O:52])[N:24]3[C:25]([C:48]([O-:50])=[O:49])=[C:26]([CH2:29][S:1][C:2]4[S:6][C:5]([CH3:7])=[N:4][N:3]=4)[CH2:27][S:28][C@H:23]23)=[O:20])[CH:17]=[N:16][N:15]=[N:14]1.[Na+:12] |f:1.2,5.6|. The reactants are O=C(CCl)NC1COc2ccccc2C1O, Cl, [H-], [Na+], O. Yields the product O=C1COC2c3ccccc3OCC2N1. RXN SMILES: [Cl:3][CH2:4][C:5](=[O:6])[NH:7][CH:8]1[CH2:9][O:10][c:11]2[cH:12][cH:13][cH:14][cH:15][c:16]2[CH:17]1[OH:18].[ClH:19].[H-:1].[Na+:2].[OH2:20]>>[CH2:4]1[C:5](=[O:6])[NH:7][CH:8]2[CH2:9][O:10][c:11]3[cH:12][cH:13][cH:14][cH:15][c:16]3[CH:17]2[O:18]1.